From a dataset of the Open Reaction Database (ORD), a public repository of structured organic reaction records. describe an organic reaction: reactants, conditions, products, and yield The reactants are 2-ethylcapronic acid allyl ester, C(C=C)O (allyl alcohol), C1(=CC=C(C=C1)S(=O)(=O)O)C (p-toluenesulfonic acid), [SiH4].[H][H] (silane hydrogen), solution, C(C)O[SiH](OCC)OCC (triethoxysilane), CC(=O)C (acetone), C(C)O[SiH](OCC)OCC (triethoxysilane). Reagents/catalysts: O=C(C)C=C(C)C.[Pt](Cl)Cl (mesityl oxide platinum dichloride). The solvent is C1=CC=CC=C1 (benzene). Reaction conditions: temperature 75 celsius. The product is C(C)C(C(=O)OCCC[Si](OCC)(OCC)OCC)CCCC (3-(2'-ethylcaproyloxy)-propyltriethoxysilane). RXN SMILES: [CH2:1]([OH:4])[CH:2]=[CH2:3].[C:5]1([CH3:15])[CH:10]=[CH:9][C:8](S(O)(=O)=O)=[CH:7][CH:6]=1.[CH2:16]([O:18][SiH:19]([O:23][CH2:24][CH3:25])[O:20][CH2:21][CH3:22])[CH3:17].[SiH4].[H][H].C[C:30](C)=[O:31]>C1C=CC=CC=1.O=C(C=C(C)C)C.[Pt](Cl)Cl>[CH2:7]([CH:8]([CH2:9][CH2:10][CH2:5][CH3:15])[C:30]([O:4][CH2:1][CH2:2][CH2:3][Si:19]([O:23][CH2:24][CH3:25])([O:20][CH2:21][CH3:22])[O:18][CH2:16][CH3:17])=[O:31])[CH3:6] |f:3.4,7.8|. Reported procedure: 184 g of 2-ethylcapronic acid allyl ester (prepared from the free acid and allyl alcohol by azeotropic esterification in benzene in the presence of p-toluenesulfonic acid; BP18 : 95° C.; nD20 : 1.4298) was heated to 75° C. in a 3-necked flask provided with stirrer, reflux condenser, internal thermometer and dropping funnel. Then 0.1 ml of an 0.01 molar solution of mesityl oxide-platinum dichloride catalyst complex in acetone was stirred in, and a quantity of 164 g of triethoxysilane was fed in f... The reactants are C(C)(C)(C)OC(=O)N1CCN(CC1)C1=C2C(=NC=C1)SC(=C2N)C(N)=O (4-(3-amino-2-carbamoyl-thieno[2,3-b]pyridin-4-yl)-piperazine-1-carboxylic acid tert-butyl ester), CO.C(Cl)Cl (MeOH CH2Cl2). Run in C(Cl)Cl (CH2Cl2). The product is NC1=C(SC2=NC=CC(=C21)N2CCNCC2)C(=O)N (3-Amino-4-piperazin-1-yl-thieno[2,3-b]pyridine-2-carboxylic acid amide). Yield: 34.8%. Reaction SMILES: C(OC([N:8]1[CH2:13][CH2:12][N:11]([C:14]2[CH:19]=[CH:18][N:17]=[C:16]3[S:20][C:21]([C:24](=[O:26])[NH2:25])=[C:22]([NH2:23])[C:15]=23)[CH2:10][CH2:9]1)=O)(C)(C)C.CO.C(Cl)Cl>C(Cl)Cl>[NH2:23][C:22]1[C:15]2[C:16](=[N:17][CH:18]=[CH:19][C:14]=2[N:11]2[CH2:12][CH2:13][NH:8][CH2:9][CH2:10]2)[S:20][C:21]=1[C:24]([NH2:25])=[O:26] |f:1.2|. Reported procedure: A solution of 18 mg 4-(3-amino-2-carbamoyl-thieno[2,3-b]pyridin-4-yl)-piperazine-1-carboxylic acid tert-butyl ester in 1 mL CH2Cl2+1 mL trifluoroacetic acid was stirred with a drying tube for 4 h at room temperature. The reaction was concentrated in vacuo and developed prep plate in 25% MeOH—CH2Cl2−2% NH4OH and the band was eluted with 50% MeOH—CH2Cl2 to get an oil that was re-dissolved 10% MeOH—CH2Cl2, filtered, concentrated, and dried in vacuo at 60° C. to provide 4.6 mg of the product as a ye...